This data is from the Open Reaction Database (ORD), a public repository of structured organic reaction records. The task is: describe an organic reaction: reactants, conditions, products, and yield The reactants are C1(CCCC1)N1C(C=CC2=C1N=C(N=C2)S(=O)C)=O (8-Cyclopentyl-2-methanesulfinyl-8H-pyrido[2,3-d]pyrimidin-7-one), NC1=NC=CC=C1 (2-aminopyridine). Conditions: temperature 160 celsius, time 40 minute. The product is C1(CCCC1)N1C(C=CC2=C1N=C(N=C2)NC2=NC=CC=C2)=O (8-cyclopentyl-2-(pyridin-2-ylamino)-8H-pyrido[2,3-d]pyrimidin-7-one). Yield: 7.0%. Reaction SMILES: [CH:1]1([N:6]2[C:11]3[N:12]=[C:13](S(C)=O)[N:14]=[CH:15][C:10]=3[CH:9]=[CH:8][C:7]2=[O:19])[CH2:5][CH2:4][CH2:3][CH2:2]1.[NH2:20][C:21]1[CH:26]=[CH:25][CH:24]=[CH:23][N:22]=1>>[CH:1]1([N:6]2[C:11]3[N:12]=[C:13]([NH:20][C:21]4[CH:26]=[CH:25][CH:24]=[CH:23][N:22]=4)[N:14]=[CH:15][C:10]=3[CH:9]=[CH:8][C:7]2=[O:19])[CH2:5][CH2:4][CH2:3][CH2:2]1. Reported procedure: 8-Cyclopentyl-2-methanesulfinyl-8H-pyrido[2,3-d]pyrimidin-7-one (200 mg, 0.7 mmol) prepared as in Example 107 of WO 98/33798 (incorporated herein by reference) and 2-aminopyridine (130 mg, 1.4 mmol) were combined in a 10 mL round-bottomed flask. The flask was purged with nitrogen (10 min), then heated in a 160° C. oil bath (30 min). After cooling, the orange residue was triturated with water to afford an orange solid, which was further purified by reversed-phase HPLC purification. [Vydac C18 TP2...